Dataset: the Open Reaction Database (ORD), a public repository of structured organic reaction records. Task: describe an organic reaction: reactants, conditions, products, and yield Reactants: C1(CC1)C(C(=O)OCC)C(=O)OCC (diethyl cyclopropylmalonate), [H-].[Na+] (sodium hydride), Cl (hydrochloric acid), O1S(N(CC1)C(=O)OC(C)(C)C)(=O)=O (tert-butyl 1,2,3-oxathiazolidine-3-carboxylate 2,2-dioxide). Solvent: CN(C=O)C (N,N-dimethylformamide). Conditions: temperature 0 celsius, time 30 minute. The product is C(C)OC(C(C(=O)OCC)(C1CC1)CCNC(=O)OC(C)(C)C)=O (diethyl(2-((tert-butoxycarbonyl)amino)ethyl)(cyclopropyl)malonate). The yield is 50.7%. As a reaction SMILES: [CH:1]1([CH:4]([C:10]([O:12][CH2:13][CH3:14])=[O:11])[C:5]([O:7][CH2:8][CH3:9])=[O:6])[CH2:3][CH2:2]1.[H-].[Na+].O1[CH2:21][CH2:20][N:19]([C:22]([O:24][C:25]([CH3:28])([CH3:27])[CH3:26])=[O:23])S1(=O)=O.Cl>CN(C)C=O>[CH2:13]([O:12][C:10](=[O:11])[C:4]([CH2:21][CH2:20][NH:19][C:22]([O:24][C:25]([CH3:28])([CH3:27])[CH3:26])=[O:23])([CH:1]1[CH2:3][CH2:2]1)[C:5]([O:7][CH2:8][CH3:9])=[O:6])[CH3:14] |f:1.2|. Procedure: To a solution of diethyl cyclopropylmalonate (7.7 g) obtained in Step A of Example 388 in N,N-dimethylformamide (90 mL) was added sodium hydride (60% in mineral oil, 1.8 g), and the mixture was stirred at 0° C. for 30 min. To the reaction mixture was added tert-butyl 1,2,3-oxathiazolidine-3-carboxylate 2,2-dioxide (9.4 g) at the same temperature, and the mixture was stirred at 0° C. for 2 hr. To the reaction mixture was added 1M hydrochloric acid, and the mixture was extracted with ethyl acetate... Yields the product CCCC(=O)NCCCCC(NC(=O)CCC(NC(=O)C(C)NC(=O)OC(C)(C)C)C(N)=O)C(=O)O. RXN SMILES: [C:1]([CH3:2])([CH3:3])([CH3:4])[O:5][C:6](=[O:7])[NH:8][CH:9]([CH3:10])[C:11](=[O:12])[NH:13][CH:14]([CH2:15][CH2:16][C:17](=[O:18])[NH:19][CH:20]([CH2:21][CH2:22][CH2:23][CH2:24][NH2:25])[C:26](=[O:27])[OH:28])[C:29]([NH2:30])=[O:31].[CH3:32][CH2:33][CH2:34][C:35]([OH:36])=[O:37]>>[C:1]([CH3:2])([CH3:3])([CH3:4])[O:5][C:6](=[O:7])[NH:8][CH:9]([CH3:10])[C:11](=[O:12])[NH:13][CH:14]([CH2:15][CH2:16][C:17](=[O:18])[NH:19][CH:20]([CH2:21][CH2:22][CH2:23][CH2:24][NH:25][C:35]([CH2:34][CH2:33][CH3:32])=[O:36])[C:26](=[O:27])[OH:28])[C:29]([NH2:30])=[O:31]. The reactants are CC(NC(=O)OC(C)(C)C)C(=O)NC(CCC(=O)NC(CCCCN)C(=O)O)C(N)=O, CCCC(=O)O. Starting materials: OCC1OCCC=2C(=CC=CC12)C#N (1-(hydroxymethyl)-3,4-dihydro-1H-isochromene-5-carbonitrile), CC(=O)OI1(C=2C=CC=CC2C(=O)O1)(OC(=O)C)OC(=O)C (Dess-Martin reagent). Solvent: C(Cl)Cl (DCM). Conditions: temperature 0 celsius, time 1 hour. The product is C(=O)C1OCCC=2C(=CC=CC12)C#N (1-formyl-3,4-dihydro-1H-isochromene-5-carbonitrile). Reaction SMILES: [OH:1][CH2:2][CH:3]1[C:12]2[CH:11]=[CH:10][CH:9]=[C:8]([C:13]#[N:14])[C:7]=2[CH2:6][CH2:5][O:4]1.CC(OI1(OC(C)=O)(OC(C)=O)OC(=O)C2C=CC=CC1=2)=O>C(Cl)Cl>[CH:2]([CH:3]1[C:12]2[CH:11]=[CH:10][CH:9]=[C:8]([C:13]#[N:14])[C:7]=2[CH2:6][CH2:5][O:4]1)=[O:1]. Procedure: A solution of 1-(hydroxymethyl)-3,4-dihydro-1H-isochromene-5-carbonitrile (0.16 g, 0.85 mmol) in 4 mL of DCM was added Dess-Martin reagent (0.72 g, 1.7 mmol) in one portion at 0° C. The mixture was stirred at 0° C. for 1 hour, and then stirred at rt. overnight. The reaction mixture was filtered and the filtrate was concentrated to give 1-formyl-3,4-dihydro-1H-isochromene-5-carbonitrile. 1H-NMR (400 MHz, CDCl3) δ 9.71 (s, 1H), 7.93˜7.95 (m, 1H), 7.64˜7.68 (m, 1H), 4.99 (s, 1H), 4.03˜4.09 (m, 2H),... Reactants: FC1=C(C=C(C=C1)CC1=NNC(C2=CC=CC=C12)=O)N1C(N(C(C1=O)C)CC(=O)O)=O ({3-[2-Fluoro-5-(4-oxo-3,4-dihydro-phthalazin-1-ylmethyl)-phenyl]-5-methyl-2,4-dioxo-imidazolidin-1-yl}-acetic acid), S(O)(O)(=O)=O (sulfuric acid), CO (methanol). Reaction conditions: temperature 70 celsius, time 90 minute. Yields the product COC(CN1C(N(C(C1C)=O)C1=C(C=CC(=C1)CC1=NNC(C2=CC=CC=C12)=O)F)=O)=O ({3-[2-Fluoro-5-(4-oxo-3,4-dihydro-phthalazin-1-ylmethyl)-phenyl]-5-methyl-2,4-dioxo-imidazolidin-1-yl}-acetic acid methyl ester). As a reaction SMILES: [F:1][C:2]1[CH:7]=[CH:6][C:5]([CH2:8][C:9]2[C:18]3[C:13](=[CH:14][CH:15]=[CH:16][CH:17]=3)[C:12](=[O:19])[NH:11][N:10]=2)=[CH:4][C:3]=1[N:20]1[C:24](=[O:25])[CH:23]([CH3:26])[N:22]([CH2:27][C:28]([OH:30])=[O:29])[C:21]1=[O:31].S(=O)(=O)(O)O.[CH3:37]O>>[CH3:37][O:29][C:28](=[O:30])[CH2:27][N:22]1[CH:23]([CH3:26])[C:24](=[O:25])[N:20]([C:3]2[CH:4]=[C:5]([CH2:8][C:9]3[C:18]4[C:13](=[CH:14][CH:15]=[CH:16][CH:17]=4)[C:12](=[O:19])[NH:11][N:10]=3)[CH:6]=[CH:7][C:2]=2[F:1])[C:21]1=[O:31]. Reported procedure: To a solution of {3-[2-fluoro-5-(4-oxo-3,4-dihydro-phthalazin-1-ylmethyl)-phenyl]-5-methyl-2,4-dioxo-imidazolidin-1-yl}-acetic acid (36A)(0.04 g, 0.094 mmol) in methanol (4 ml) was added concentrated sulfuric acid (1 ml) and stirred at 70° C. for 90 minutes before being cooled to room temperature. The reaction mixture was then concentrated in vacuo, diluted with water (10 ml) an extracted with ethyl acetate (2×10 ml). The organic layer was then dried over sodium sulfate and concentrated in vacuo... Starting materials: N1N=C(C=C1)C1=CC=C(C=C1)C(=O)N1CC=2N(CC3=C1C=CC=C3)C=CC2 ([4-(1H-pyrazol-3-yl)-phenyl]-(5H,11H-pyrrolo[2,1-c][1,4]benzodiazepin-10-yl)-methanone), C(CCC)(=O)Cl (butyryl chloride). Run in N1=CC=CC=C1 (pyridine). Yields the product C=1C=CN2C1CN(C1=C(C2)C=CC=C1)C(=O)C1=CC=C(C=C1)C1=NN(C=C1)C(CCC)=O (1-{3-[4-(5H,11H-Pyrrolo[2,1-c][1,4]benzodiazepine-10-carbonyl)-phenyl]-pyrazol-1-yl}-butan-1-one). The yield is 63.5%. As a reaction SMILES: [NH:1]1[CH:5]=[CH:4][C:3]([C:6]2[CH:11]=[CH:10][C:9]([C:12]([N:14]3[C:20]4[CH:21]=[CH:22][CH:23]=[CH:24][C:19]=4[CH2:18][N:17]4[CH:25]=[CH:26][CH:27]=[C:16]4[CH2:15]3)=[O:13])=[CH:8][CH:7]=2)=[N:2]1.[C:28](Cl)(=[O:32])[CH2:29][CH2:30][CH3:31]>N1C=CC=CC=1>[CH:27]1[CH:26]=[CH:25][N:17]2[CH2:18][C:19]3[CH:24]=[CH:23][CH:22]=[CH:21][C:20]=3[N:14]([C:12]([C:9]3[CH:10]=[CH:11][C:6]([C:3]4[CH:4]=[CH:5][N:1]([C:28](=[O:32])[CH2:29][CH2:30][CH3:31])[N:2]=4)=[CH:7][CH:8]=3)=[O:13])[CH2:15][C:16]=12. Reported procedure: In the manner of Example 32, employing [4-(1H-pyrazol-3-yl)-phenyl]-(5H,11H-pyrrolo[2,1-c][1,4]benzodiazepin-10-yl)-methanone (0.71 g) in dry pyridine (10 ml) and butyryl chloride (0.32 g), the title compound (0.54 g) was obtained as a solid, m.p. 105-110° C.; MS, m/z: 424 (M)+.